describe an organic reaction: reactants, conditions, products, and yield From a dataset of the Open Reaction Database (ORD), a public repository of structured organic reaction records. Reactants: OC1=C2CCC(C2=CC=C1)=O (4-Hydroxy-2,3-dihydro-1H-inden-1-one), C(#N)[BH3-].[Na+].C[Si](C)(C)Cl (sodium cyanoborohydride trimethylsilyl chloride). The product is C1CCC=2C(=CC=CC12)O (2,3-dihydro-1H-inden-4-ol). RXN SMILES: [OH:1][C:2]1[CH:10]=[CH:9][CH:8]=[C:7]2[C:3]=1[CH2:4][CH2:5][C:6]2=O.C([BH3-])#N.[Na+].C[Si](Cl)(C)C>>[CH2:6]1[C:7]2[CH:8]=[CH:9][CH:10]=[C:2]([OH:1])[C:3]=2[CH2:4][CH2:5]1 |f:1.2.3|. Reported procedure: 4-Hydroxy-2,3-dihydro-1H-inden-1-one (W. Liu et al., Org. Lett. 2007, 9, 2915-2918) was reduced with sodium cyanoborohydride/trimethylsilyl chloride to provide 2,3-dihydro-1H-inden-4-ol. This was chlorinated with N-chlorosuccinimide to generate 7-chloro-2,3-dihydro-1H-inden-4-ol. Reactants: CC(C)n1nnc(CCNC(=O)Nc2cn3cc(Br)ccc3n2)n1, COCCOC, [Na+], [Na+], O=C([O-])[O-], OB(O)c1cccnc1. Yields the product CC(C)n1nnc(CCNC(=O)Nc2cn3cc(-c4cccnc4)ccc3n2)n1. RXN SMILES: [Br:16][c:17]1[cH:18][cH:19][c:20]2[n:21]([cH:22]1)[cH:23][c:24]([NH:26][C:27](=[O:28])[NH:29][CH2:30][CH2:31][c:32]1[n:33][n:34][n:35]([CH:37]([CH3:38])[CH3:39])[n:36]1)[n:25]2.[CH3:40][O:41][CH2:42][CH2:43][O:44][CH3:45].[Na+:10].[Na+:11].[O-:12][C:13](=[O:14])[O-:15].[n:1]1[cH:2][c:3]([B:7]([OH:8])[OH:9])[cH:4][cH:5][cH:6]1>>[n:1]1[cH:2][c:3](-[c:17]2[cH:18][cH:19][c:20]3[n:21]([cH:22]2)[cH:23][c:24]([NH:26][C:27](=[O:28])[NH:29][CH2:30][CH2:31][c:32]2[n:33][n:34][n:35]([CH:37]([CH3:38])[CH3:39])[n:36]2)[n:25]3)[cH:4][cH:5][cH:6]1. Reactants: CO, Cl, NO, [Na+], O=C([O-])O, N#Cc1ccc(CO)cc1. Product: N=C(NO)c1ccc(CO)cc1. As a reaction SMILES: [CH3:19][OH:20].[ClH:11].[NH2:12][OH:13].[Na+:18].[O-:14][C:15]([OH:16])=[O:17].[OH:1][CH2:2][c:3]1[cH:4][cH:5][c:6]([C:7]#[N:8])[cH:9][cH:10]1>>[OH:1][CH2:2][c:3]1[cH:4][cH:5][c:6]([C:7](=[NH:8])[NH:12][OH:13])[cH:9][cH:10]1.